describe an organic reaction: reactants, conditions, products, and yield From a dataset of the Open Reaction Database (ORD), a public repository of structured organic reaction records. The reactants are CCOC(=O)C(Cc1ccc(OCc2ccccc2)cc1)OS(C)(=O)=O, CCNc1ccccc1. The product is CCOC(=O)C(Cc1ccc(OCc2ccccc2)cc1)N(CC)c1ccccc1. RXN SMILES: [CH2:1]([c:2]1[cH:3][cH:4][cH:5][cH:6][cH:7]1)[O:8][c:9]1[cH:10][cH:11][c:12]([CH2:15][CH:16]([C:17](=[O:18])[O:19][CH2:20][CH3:21])[O:22][S:23]([CH3:24])(=[O:25])=[O:26])[cH:13][cH:14]1.[CH2:27]([CH3:28])[NH:29][c:30]1[cH:31][cH:32][cH:33][cH:34][cH:35]1>>[CH2:1]([c:2]1[cH:3][cH:4][cH:5][cH:6][cH:7]1)[O:8][c:9]1[cH:10][cH:11][c:12]([CH2:15][CH:16]([C:17](=[O:18])[O:19][CH2:20][CH3:21])[N:29]([CH2:27][CH3:28])[c:30]2[cH:31][cH:32][cH:33][cH:34][cH:35]2)[cH:13][cH:14]1. Starting materials: C(C(=O)Cl)(=O)Cl (Oxalyl chloride), ClCC=1N=C(SC1)C1=CC=C(C(=O)O)C=C1 (4-[4-(chloromethyl)-1,3-thiazol-2-yl]benzoic acid), C(Cl)Cl (DCM), CN(C)C=O (DMF). Run at time 8 hour. Yields the product ClCC=1SC=C(N1)C(=O)Cl (2-(chloromethyl)-1,3-thiazole-4-carbonyl chloride), crude product. RXN SMILES: [C:1](Cl)(=O)[C:2]([Cl:4])=[O:3].ClCC1[N:10]=[C:11]([C:14]2C=CC(C(O)=O)=CC=2)[S:12][CH:13]=1.CN(C=O)C.C(Cl)[Cl:29]>>[Cl:29][CH2:14][C:11]1[S:12][CH:13]=[C:1]([C:2]([Cl:4])=[O:3])[N:10]=1. Reported procedure: Oxalyl chloride (3.2 mL, 36.6 mmol, 5 eq.) was added dropwise to a suspension of 4-[4-(chloromethyl)-1,3-thiazol-2-yl]benzoic acid (1.30 g, 7.32 mmol, 1 eq.) in DCM (10 mL) followed by a catalytic amount of DMF at RT. The reaction mixture was allowed to stir at RT overnight and then evaporated to give the title compound as the crude product. Reactants: C1(=CC=CC=C1)N1[Se]C2=C(C1=O)C=CC=C2 (2-phenyl-1,2-benzoisoselenazole-3(2H)-one), N[C@@H](CS)C(=O)O (L-cysteine), ice water. The solvent is CO (methanol), trifluororacetic acid. Reaction conditions: time 18 hour. The product is C1(=CC=CC=C1)NC(=O)C1=C(C=CC=C1)[Se]SC[C@H](N)C(=O)O (S-(2-Phenylcarbamoyl-phenylselenyl)-L-cysteine). Reaction SMILES: [C:1]1([N:7]2[C:11](=[O:12])[C:10]3[CH:13]=[CH:14][CH:15]=[CH:16][C:9]=3[Se:8]2)[CH:6]=[CH:5][CH:4]=[CH:3][CH:2]=1.[NH2:17][C@H:18]([C:21]([OH:23])=[O:22])[CH2:19][SH:20]>CO>[C:1]1([NH:7][C:11]([C:10]2[CH:13]=[CH:14][CH:15]=[CH:16][C:9]=2[Se:8][S:20][CH2:19][C@@H:18]([C:21]([OH:23])=[O:22])[NH2:17])=[O:12])[CH:6]=[CH:5][CH:4]=[CH:3][CH:2]=1. Reported procedure: 2,74 g (10 mmol) 2-phenyl-1,2-benzoisoselenazole-3(2H)-one and 1,21 g (10 mmol) L-cysteine are dissolved in 25 ml trifluororacetic acid. This solution is stirred for 18 hours at room temperature. Then, 150 ml of an ice-water mixture are added to this solution. The deposited precipitate after some stirring becomes solid. It is sucked off and finally dissolved in methanol. After evaporation of the solvent, a residue remains which is washed with ether. The reactants are ClC=1C=C(C=CC1Cl)CS(=O)(=O)Cl ((3,4-dichloro-phenyl)-methanesulfonyl chloride), CC(=O)C (acetone), [OH-].[NH4+] (ammonium hydroxide). Run in O (Water). Reaction conditions: temperature 2.5 celsius, time 1 hour. Yields the product ClC=1C=C(C=CC1Cl)CS(=O)(=O)N ((3,4-dichloro-phenyl)-methanesulfonamide). Isolated yield 80.9%. RXN SMILES: [Cl:1][C:2]1[CH:3]=[C:4]([CH2:9][S:10](Cl)(=[O:12])=[O:11])[CH:5]=[CH:6][C:7]=1[Cl:8].CC(C)=O.[OH-].[NH4+:19]>O>[Cl:1][C:2]1[CH:3]=[C:4]([CH2:9][S:10]([NH2:19])(=[O:12])=[O:11])[CH:5]=[CH:6][C:7]=1[Cl:8] |f:2.3|. Procedure details: A solution of (3,4-dichloro-phenyl)-methanesulfonyl chloride (500 g, 1.93 mol) and acetone (470 mL) was added over 2 h to cooled (0-5° C.), stirred concentrated ammonium hydroxide (28%, 900 mL, 227 g NH3, 13.3 mol). The reaction mixture was maintained below 12° C. during the addition. The reaction mixture was allowed to warm to room temperature and was stirred for 1 h. Water (900 mL) was added to the reaction mixture and it was stirred for 1 h. The white solid was collected by filtration, washed... The reactants are OCC1CCN(CC1)C(=O)OC(C)(C)C (1,1-dimethylethyl 4-(hydroxymethyl)-1-piperidinecarboxylate), BrC1=CC=C(C=C1)F (1-bromo-4-fluorobenzene). Yields the product BrC1=CC=C(C=C1)OCC1CCN(CC1)C(=O)OC(C)(C)C (1,1-dimethylethyl 4-{[(4-bromophenyl)-oxy]methyl}-1-piperidinecarboxylate). Isolated yield 133.9%. Reaction SMILES: [OH:1][CH2:2][CH:3]1[CH2:8][CH2:7][N:6]([C:9]([O:11][C:12]([CH3:15])([CH3:14])[CH3:13])=[O:10])[CH2:5][CH2:4]1.[Br:16][C:17]1[CH:22]=[CH:21][C:20](F)=[CH:19][CH:18]=1>>[Br:16][C:17]1[CH:22]=[CH:21][C:20]([O:1][CH2:2][CH:3]2[CH2:8][CH2:7][N:6]([C:9]([O:11][C:12]([CH3:15])([CH3:14])[CH3:13])=[O:10])[CH2:5][CH2:4]2)=[CH:19][CH:18]=1. Procedure details: The procedure described in Example 4.1. is repeated. Starting from 2.5 g (11.6 mmol) of 1,1-dimethylethyl 4-(hydroxymethyl)-1-piperidinecarboxylate and 8.13 g (46.4 mmol) of 1-bromo-4-fluorobenzene gives 5.75 g of crude product in oil form. Reactants: CCOC(C)=O, C#CC(=O)OCC, CCCCCC, Nc1ccccc1SSNc1ccccc1. The product is CCOC(=O)C1=CNc2ccccc2S1. RXN SMILES: [C:30]([O:31][CH2:32][CH3:33])(=[O:34])[CH3:35].[CH3:17][CH2:18][O:19][C:20](=[O:21])[C:22]#[CH:23].[CH3:24][CH2:25][CH2:26][CH2:27][CH2:28][CH3:29].[NH2:1][c:2]1[c:3]([S:8][S:9][NH:10][c:11]2[cH:12][cH:13][cH:14][cH:15][cH:16]2)[cH:4][cH:5][cH:6][cH:7]1>>[NH:1]1[c:2]2[c:3]([cH:4][cH:5][cH:6][cH:7]2)[S:8][C:22]([C:20]([O:19][CH2:18][CH3:17])=[O:21])=[CH:23]1.